The task is: describe an organic reaction: reactants, conditions, products, and yield. This data is from the Open Reaction Database (ORD), a public repository of structured organic reaction records. Starting materials: CC(C)(C)CC1NC(C(=O)Nc2ccc(C#N)cc2)C(c2cccc(Cl)c2F)C12C(=O)Nc1cc(Cl)ccc12, CS(C)=O, [Na+], [OH-], OO. Product: CC(C)(C)CC1NC(C(=O)Nc2ccc(C(N)=O)cc2)C(c2cccc(Cl)c2F)C12C(=O)Nc1cc(Cl)ccc12. RXN SMILES: [C:1](#[N:2])[c:3]1[cH:4][cH:5][c:6]([NH:9][C:10](=[O:11])[CH:12]2[CH:13]([c:32]3[c:33]([F:39])[c:34]([Cl:38])[cH:35][cH:36][cH:37]3)[C:14]3([C:15](=[O:24])[NH:16][c:17]4[cH:18][c:19]([Cl:23])[cH:20][cH:21][c:22]43)[CH:25]([CH2:27][C:28]([CH3:29])([CH3:30])[CH3:31])[NH:26]2)[cH:7][cH:8]1.[CH3:44][S:45]([CH3:46])=[O:47].[Na+:43].[OH-:42].[OH:40][OH:41]>>[C:1]([NH2:2])([c:3]1[cH:4][cH:5][c:6]([NH:9][C:10](=[O:11])[CH:12]2[CH:13]([c:32]3[c:33]([F:39])[c:34]([Cl:38])[cH:35][cH:36][cH:37]3)[C:14]3([C:15](=[O:24])[NH:16][c:17]4[cH:18][c:19]([Cl:23])[cH:20][cH:21][c:22]43)[CH:25]([CH2:27][C:28]([CH3:29])([CH3:30])[CH3:31])[NH:26]2)[cH:7][cH:8]1)=[O:40]. The reactants are COC(C1=C(C(=CC=C1)[N+](=O)[O-])NC(C(F)(F)F)=O)=O (3-nitro-2-(2,2,2-trifluoro-acetylamino)-benzoic acid methyl ester), [H-].[Na+] (NaH), CI (MeI). Run in CN(C)C=O (DMF). Reaction conditions: time 1 hour. The product is COC(C1=C(C(=CC=C1)[N+](=O)[O-])N(C(C(F)(F)F)=O)C)=O (2-[methyl-(2,2,2-trifluoro-acetyl)-amino]-3-nitro-benzoic acid methyl ester). As a reaction SMILES: [H-].[Na+].[CH3:3][O:4][C:5](=[O:22])[C:6]1[CH:11]=[CH:10][CH:9]=[C:8]([N+:12]([O-:14])=[O:13])[C:7]=1[NH:15][C:16](=[O:21])[C:17]([F:20])([F:19])[F:18].[CH3:23]I>CN(C=O)C>[CH3:3][O:4][C:5](=[O:22])[C:6]1[CH:11]=[CH:10][CH:9]=[C:8]([N+:12]([O-:14])=[O:13])[C:7]=1[N:15]([CH3:23])[C:16](=[O:21])[C:17]([F:19])([F:18])[F:20] |f:0.1|. Reported procedure: To a stirred suspension of NaH (112 mg, 2.80 mmol, 60% dispersion in mineral oil) in DMF (5 mL) at 0° C. was added 3-nitro-2-(2,2,2-trifluoro-acetylamino)-benzoic acid methyl ester (750 mg, 2.55 mmol) portion wise. The resulting mixture was stirred for 1 h, then MeI (175 mL, 2.80 mmol) was added and the progress of the reaction was followed by LCMS. Upon consumption of 3-nitro-2-(2,2,2-trifluoro-acetylamino)-benzoic acid methyl ester, the reaction mixture was quenched with aqueous NH4Cl, and ext... Starting materials: C1CCOC1, Cc1cnc(NC(=O)c2cc(OCc3ccccc3)cc(OC3CCOC3)c2)cn1, CCO, [H][H]. Product: Cc1cnc(NC(=O)c2cc(O)cc(OC3CCOC3)c2)cn1. Reaction SMILES: [CH2:36]1[O:37][CH2:38][CH2:39][CH2:40]1.[CH3:1][c:2]1[n:3][cH:4][c:5]([NH:8][C:9]([c:10]2[cH:11][c:12]([O:22][CH2:23][c:24]3[cH:25][cH:26][cH:27][cH:28][cH:29]3)[cH:13][c:14]([O:16][CH:17]3[CH2:18][O:19][CH2:20][CH2:21]3)[cH:15]2)=[O:30])[n:6][cH:7]1.[CH3:33][CH2:34][OH:35].[H:31][H:32]>>[CH3:1][c:2]1[n:3][cH:4][c:5]([NH:8][C:9]([c:10]2[cH:11][c:12]([OH:22])[cH:13][c:14]([O:16][CH:17]3[CH2:18][O:19][CH2:20][CH2:21]3)[cH:15]2)=[O:30])[n:6][cH:7]1. Reactants: C([O-])([O-])=O.[Na+].[Na+] (sodium carbonate), NC1=CC=C(C=N1)C (6-amino-3 picoline), O (water), C(C(C)(C)C)(=O)Cl (pivalic chloride). The solvent is C(C)#N (acetonitrile). Yields the product C(C(C)(C)C)(=O)NC1=CC=C(C=N1)C (6-pivaloylamino 3-picoline). Isolated yield 98.6%. RXN SMILES: [NH2:1][C:2]1[N:7]=[CH:6][C:5]([CH3:8])=[CH:4][CH:3]=1.[C:9](Cl)(=[O:14])[C:10]([CH3:13])([CH3:12])[CH3:11].O.C(=O)([O-])[O-].[Na+].[Na+]>C(#N)C>[C:9]([NH:1][C:2]1[N:7]=[CH:6][C:5]([CH3:8])=[CH:4][CH:3]=1)(=[O:14])[C:10]([CH3:13])([CH3:12])[CH3:11] |f:3.4.5|. Procedure: 25.5 g of 6-amino-3 picoline was dissolved in 100 mλ of acetonitrile. 30.5 g of pivalic chloride was dropwise added to the solution at room temperature. After completion of the dropwise addition, the mixture was heated under reflux for 30 minutes and then cooled. It was poured into 100 mλ of water and the pH value thereof was adjusted to 8 with the addition of sodium carbonate. After extraction with chloroform, the solvent was distilled off under a reduced pressure to give 44.7 g of crystalline ...